Dataset: the Open Reaction Database (ORD), a public repository of structured organic reaction records. Task: describe an organic reaction: reactants, conditions, products, and yield Starting materials: C1COCCOCCOCCOCCOCCO1 (18-crown-6), [Si](C)(C)(C)C#N (TMSCN), ice, C(C1=CC=CC=C1)OC(=O)N1CC(CC1)=O (3-Oxo-pyrrolidine-1-carboxylic acid benzyl ester), [C-]#N.[K+] (KCN), C(=O)(O)[O-].[Na+] (NaHCO3). Solvent: ClCCl (dichloromethane). Reaction conditions: time 8 hour. Product: C(C1=CC=CC=C1)OC(=O)N1CC(CC1)(O[Si](C)(C)C)C#N (3-Cyano-3-trimethylsilanyloxy-pyrrolidine-1-carboxylic acid benzyl ester). RXN SMILES: [CH2:1]([O:8][C:9]([N:11]1[CH2:15][CH2:14][C:13](=[O:16])[CH2:12]1)=[O:10])[C:2]1[CH:7]=[CH:6][CH:5]=[CH:4][CH:3]=1.[C-:17]#[N:18].[K+].C1OCCOCCOCCOCCOCCOC1.[Si:38](C#N)([CH3:41])([CH3:40])[CH3:39].C([O-])(O)=O.[Na+]>ClCCl>[CH2:1]([O:8][C:9]([N:11]1[CH2:15][CH2:14][C:13]([C:17]#[N:18])([O:16][Si:38]([CH3:41])([CH3:40])[CH3:39])[CH2:12]1)=[O:10])[C:2]1[CH:7]=[CH:6][CH:5]=[CH:4][CH:3]=1 |f:1.2,5.6|. Procedure: To an ice cold solution of 3-Oxo-pyrrolidine-1-carboxylic acid benzyl ester 1a (250 g, 1.14 mol) in 3.5 L anhydrous dichloromethane was added KCN (7.5 g, 0.12 mol), followed by 18-crown-6 (30 g, 0.11 mol), though not completely dissolved, was added TMSCN (183 mL, 1.37 mol) slowly over a period of 20 min. The reaction was stirred at ambient temperature for 1 overnight. A semi-saturated NaHCO3 solution (2 L) was added at 15° C., stirred for 10 min and then the organic layer was separated, dried ov... The reactants are [F-].[K+] (potassium fluoride), crude product, ClC1=C(C(=NN1CC)C(F)(F)F)C=O (5-chloro-1-ethyl-3-trifluoromethyl-1H-pyrazole-4-carboaldehyde), O (water), C(C)(=O)OCC (ethyl acetate). Solvent: CS(=O)C (dimethyl sulfoxide). Conditions: temperature 100 celsius, time 3 day. Yields the product C(C)N1N=C(C(=C1F)C=O)C(F)(F)F (1-ethyl-5-fluoro-3-trifluoromethyl-1H-pyrazole-4-carboaldehyde). The yield is 26.8%. As a reaction SMILES: [F-:1].[K+].Cl[C:4]1[N:8]([CH2:9][CH3:10])[N:7]=[C:6]([C:11]([F:14])([F:13])[F:12])[C:5]=1[CH:15]=[O:16].O.C(OCC)(=O)C>CS(C)=O>[CH2:9]([N:8]1[C:4]([F:1])=[C:5]([CH:15]=[O:16])[C:6]([C:11]([F:14])([F:13])[F:12])=[N:7]1)[CH3:10] |f:0.1|. Procedure: 34.3 g (591.3 mmoles) of potassium fluoride (a spray-dried product) was added, at room temperature, into a solution of a crude product of 5-chloro-1-ethyl-3-trifluoromethyl-1H-pyrazole-4-carboaldehyde (equivalent to 197.1 mmoles) dissolved in 100 ml of dimethyl sulfoxide. The mixture was stirred at 100° C. for 3 days to give rise to a reaction. After the completion of the reaction, the reaction mixture was poured into water and extraction with ethyl acetate was conducted. The resulting organic l... The reactants are C(C)(C)(C)OC(=O)N1CC(C1)C=1CCOCC1 (3-(3,6-dihydro-2H-pyran-4-yl)azetidine-1-carboxylic acid tert-butyl ester). The reagents and catalysts are [Pd] (palladium on charcoal). Solvent: IMS. Run at time 36 hour. The product is C(C)(C)(C)OC(=O)N1CC(C1)C1CCOCC1 (3-(Tetrahydropyran-4-yl)azetidine-1-carboxylic acid tert-butyl ester). The yield is 92.2%. As a reaction SMILES: [C:1]([O:5][C:6]([N:8]1[CH2:11][CH:10]([C:12]2[CH2:13][CH2:14][O:15][CH2:16][CH:17]=2)[CH2:9]1)=[O:7])([CH3:4])([CH3:3])[CH3:2]>[Pd]>[C:1]([O:5][C:6]([N:8]1[CH2:11][CH:10]([CH:12]2[CH2:13][CH2:14][O:15][CH2:16][CH2:17]2)[CH2:9]1)=[O:7])([CH3:4])([CH3:2])[CH3:3]. Reported procedure: A mixture of 3-(3,6-dihydro-2H-pyran-4-yl)azetidine-1-carboxylic acid tert-butyl ester (28.6 g, 0.12 mol) and 10% palladium on charcoal (5.0 g) in IMS (500 mL) was stirred under hydrogen (4 bar) at room temperature for 36 hours. The reaction mixture was filtered through a bed of Celite® which was washed with IMS. The filtrates were combined and concentrated to give a residue which was reacted as above for 18 hours. The reaction mixture was worked up as above to give a residue which was dried und... Starting materials: C(C)(C)(C)[Si](C)(C)OC1=C(C=C(C(=C1)I)Cl)Cl (tert-butyl(2,4-dichloro-5-iodophenoxy)dimethylsilane), C(CCC)[Li] (n-butyllithium), C(=O)=O.CC(=O)C (dry ice acetone), C(C)(C)OB(OC(C)C)OC(C)C (triisopropylborate). Solvent: O1CCCC1 (tetrahydrofuran), C1(=CC=CC=C1)C (toluene). Reaction conditions: time 5 minute. Product: [Si](C)(C)(C(C)(C)C)OC=1C(=CC(=C(C1)B1OCC(CO1)(C)C)Cl)Cl (2-[5-(tert-butyldimethylsilanyloxy)-2,4-dichlorophenyl]-5,5-dimethyl[1,3,2]dioxaborinane). RXN SMILES: [C:1]([Si:5]([O:8][C:9]1[CH:14]=[C:13](I)[C:12]([Cl:16])=[CH:11][C:10]=1[Cl:17])([CH3:7])[CH3:6])([CH3:4])([CH3:3])[CH3:2].C(=O)=O.CC(C)=O.[CH:25]([O:28][B:29](OC(C)C)[O:30][CH:31](C)C)(C)C.C([Li])[CH2:39][CH2:40][CH3:41]>O1CCCC1.C1(C)C=CC=CC=1>[Si:5]([O:8][C:9]1[C:10]([Cl:17])=[CH:11][C:12]([Cl:16])=[C:13]([B:29]2[O:30][CH2:31][C:40]([CH3:39])([CH3:41])[CH2:25][O:28]2)[CH:14]=1)([C:1]([CH3:4])([CH3:3])[CH3:2])([CH3:7])[CH3:6] |f:1.2|. Procedure: A solution of tert-butyl(2,4-dichloro-5-iodophenoxy)dimethylsilane (857 mg) obtained in Step 1 above in tetrahydrofuran (1 ml) and toluene (4 ml) was prepared under nitrogen atmosphere. The solution was cooled to −78° C. (dry ice/acetone). After triisopropylborate (0.6 ml) was added, n-butyllithium (1.6N; n-hexane solution, 1.62 ml) was added dropwise thereto over 5 minutes. The mixture was stirred at the same temperature for 30 minutes, and then warmed by removing the cold bath. When the inner ... Starting materials: N (NH3), C(C1=CC=CC=C1)=O (benzaldehyde), [BH-](OC(=O)C)(OC(=O)C)OC(=O)C.[Na+] (NaBH(OAc)3), COC(\C=C\C=1C=C2C(CC3(CN(CCC3)C(=O)OC(C)(C)C)OC2=CC1)=O)=O ((±)-(E)-3-[1′-tert-butoxycarbonyl-4-oxo-spiro(chromane-2,3′-piperidine)-6-yl]-acrylic acid methyl ester). Solvent: C(=O)(O)[O-].[Na+] (NaHCO3), O (Water). Run at time 2 hour. Product: COC(\C=C\C=1C=C2C(CC3(CN(CCC3)CC3=CC=CC=C3)OC2=CC1)=O)=O ((±)-(E)-3-[1′-benzyl-4-oxo-spiro(chromane-2,3′-piperidine)-6-yl]-acrylic acid methyl ester). The yield is 64.4%. Reaction SMILES: [CH3:1][O:2][C:3](=[O:29])/[CH:4]=[CH:5]/[C:6]1[CH:7]=[C:8]2[C:25](=[CH:26][CH:27]=1)[O:24][C:11]1([CH2:16][CH2:15][CH2:14][N:13](C(OC(C)(C)C)=O)[CH2:12]1)[CH2:10][C:9]2=[O:28].[CH:30](=O)[C:31]1[CH:36]=[CH:35][CH:34]=[CH:33][CH:32]=1.[BH-](OC(C)=O)(OC(C)=O)OC(C)=O.[Na+].N>C([O-])(O)=O.[Na+].O>[CH3:1][O:2][C:3](=[O:29])/[CH:4]=[CH:5]/[C:6]1[CH:7]=[C:8]2[C:25](=[CH:26][CH:27]=1)[O:24][C:11]1([CH2:16][CH2:15][CH2:14][N:13]([CH2:30][C:31]3[CH:36]=[CH:35][CH:34]=[CH:33][CH:32]=3)[CH2:12]1)[CH2:10][C:9]2=[O:28] |f:2.3,5.6|. Procedure: A suspension of Intermediate 2 (400 mg, 1.19 mmol) in NaHCO3 (10% aqueous solution) was extracted 3 times with DCM (10 ml). The organic phase was dried over Na2SO4 and evaporated. The resulting oil was dissolved in DCM (10 ml), treated with benzaldehyde (0.145 ml, 1.42 mmol) and NaBH(OAc)3 (383 mg, 1.78 mmol), and the resulting clear solution was stirred at RT for 2 h. Water was added to the mixture and the pH was adjusted to a basic value with NH3. The mixture was extracted 3 times with DCM (10... Reactants: BrCCCCCCC1=C(C(=CC=C1)OCC1=CC=CC=C1)OCC1=CC=CC=C1 (1-(6-bromohexyl)-2,3-bis-(phenylmethoxy)benzene), COC([C@H](C1=CC2=CC=C(C=C2C=C1)O)C)=O ((S)-alpha-methyl-6-hydroxy-2-naphthaleneacetic acid methyl ester), [I-].[Na+] (sodium iodide), C([O-])([O-])=O.[K+].[K+] (potassium carbonate). Run in CC(=O)C (acetone), CN(C=O)C (dimethylformamide). Product: COC([C@H](C1=CC2=CC=C(C=C2C=C1)OCCCCCCC1=C(C(=CC=C1)OCC1=CC=CC=C1)OCC1=CC=CC=C1)C)=O ((S)-alpha-methyl-6-[6-[2,3-bis(phenylmethoxy)phenyl]hexyloxy]-2-naphthaleneacetic acid methyl ester). The yield is 82.7%. RXN SMILES: Br[CH2:2][CH2:3][CH2:4][CH2:5][CH2:6][CH2:7][C:8]1[CH:13]=[CH:12][CH:11]=[C:10]([O:14][CH2:15][C:16]2[CH:21]=[CH:20][CH:19]=[CH:18][CH:17]=2)[C:9]=1[O:22][CH2:23][C:24]1[CH:29]=[CH:28][CH:27]=[CH:26][CH:25]=1.[CH3:30][O:31][C:32](=[O:46])[C@@H:33]([CH3:45])[C:34]1[CH:43]=[CH:42][C:41]2[C:36](=[CH:37][CH:38]=[C:39]([OH:44])[CH:40]=2)[CH:35]=1.[I-].[Na+].C(=O)([O-])[O-].[K+].[K+]>CC(C)=O.CN(C)C=O>[CH3:30][O:31][C:32](=[O:46])[C@@H:33]([CH3:45])[C:34]1[CH:43]=[CH:42][C:41]2[C:36](=[CH:37][CH:38]=[C:39]([O:44][CH2:2][CH2:3][CH2:4][CH2:5][CH2:6][CH2:7][C:8]3[CH:13]=[CH:12][CH:11]=[C:10]([O:14][CH2:15][C:16]4[CH:21]=[CH:20][CH:19]=[CH:18][CH:17]=4)[C:9]=3[O:22][CH2:23][C:24]3[CH:29]=[CH:28][CH:27]=[CH:26][CH:25]=3)[CH:40]=2)[CH:35]=1 |f:2.3,4.5.6|. Procedure: A mixture of 3.25 g (7.17 mmol) of 1-(6-bromohexyl)-2,3-bis-(phenylmethoxy)benzene, 1.50 g (6.5 mmol) of (S)-alpha-methyl-6-hydroxy-2-naphthaleneacetic acid methyl ester, 1.08 g (7.17 mmol) of sodium iodide and 2.70 g (19.6 mmol) of potassium carbonate in 60 mL of acetone - 6 mL of dimethylformamide was stirred at reflux for 48 hours. The reaction mixture was filtered and the filtrate was concentrated at reduced pressure. The residue was purified by HPLC using 20% ethyl acetate-hexane to give 3.... Starting materials: CS(C)=O, Clc1ccnc2ccccc12, [H-], Nc1ccccc1O, [Na+], c1ccc2ncncc2c1. Yields the product Nc1ccccc1Oc1ncnc2ccccc12. Reaction SMILES: [CH3:32][S:33](=[O:34])[CH3:35].[Cl:9][c:10]1[c:11]2[c:12]([cH:13][cH:14][cH:15][cH:16]2)[n:17][cH:18][cH:19]1.[H-:30].[NH2:1][c:2]1[c:3]([OH:8])[cH:4][cH:5][cH:6][cH:7]1.[Na+:31].[cH:20]1[cH:21][cH:22][c:23]2[n:24][cH:25][n:26][cH:27][c:28]2[cH:29]1>>[NH2:1][c:2]1[c:3]([O:8][c:27]2[n:26][cH:25][n:24][c:23]3[cH:22][cH:21][cH:20][cH:29][c:28]32)[cH:4][cH:5][cH:6][cH:7]1. Reactants: C(C=C)OC1=C(C=C(C(=C1)Cl)CC1=CC=C(C=C1)OCC)[C@H]1[C@@H]([C@H]([C@@H]([C@H](O1)COCCCCCO)OCC1=CC=CC=C1)OCC1=CC=CC=C1)OCC1=CC=CC=C1 (5-(((2R,3R,4R,5S,6S)-6-(2-(allyloxy)-4-chloro-5-(4-ethoxybenzyl)phenyl)-3,4,5-tris(benzyloxy)tetrahydro-2H-pyran-2-yl)methoxy)pentan-1-ol), [BH4-].[Na+] (sodium borohydride). Reagents/catalysts: C=1C=CC(=CC1)[P](C=2C=CC=CC2)(C=3C=CC=CC3)[Pd]([P](C=4C=CC=CC4)(C=5C=CC=CC5)C=6C=CC=CC6)([P](C=7C=CC=CC7)(C=8C=CC=CC8)C=9C=CC=CC9)[P](C=1C=CC=CC1)(C=1C=CC=CC1)C=1C=CC=CC1 (tetrakis(triphenylphosphine)palladium). The solvent is hexanes, O1CCCC1 (tetrahydrofuran), C(C)(=O)OCC (ethyl acetate), O1CCCC1 (tetrahydrofuran). Run at time 8 hour. The product is ClC=1C(=CC(=C(C1)O)[C@@H]1O[C@@H]([C@H]([C@@H]([C@H]1OCC1=CC=CC=C1)OCC1=CC=CC=C1)OCC1=CC=CC=C1)COCCCCCO)CC1=CC=C(C=C1)OCC (5-chloro-4-(4-ethoxybenzyl)-2-((2S,3S,4R,5R,6R)-3,4,5-tris(benzyloxy)-6-((5-hydroxypentyloxy)methyl)tetrahydro-2H-pyran-2-yl)phenol). The yield is 99.3%. As a reaction SMILES: C([O:4][C:5]1[CH:10]=[C:9]([Cl:11])[C:8]([CH2:12][C:13]2[CH:18]=[CH:17][C:16]([O:19][CH2:20][CH3:21])=[CH:15][CH:14]=2)=[CH:7][C:6]=1[C@@H:22]1[O:27][C@H:26]([CH2:28][O:29][CH2:30][CH2:31][CH2:32][CH2:33][CH2:34][OH:35])[C@@H:25]([O:36][CH2:37][C:38]2[CH:43]=[CH:42][CH:41]=[CH:40][CH:39]=2)[C@H:24]([O:44][CH2:45][C:46]2[CH:51]=[CH:50][CH:49]=[CH:48][CH:47]=2)[C@H:23]1[O:52][CH2:53][C:54]1[CH:59]=[CH:58][CH:57]=[CH:56][CH:55]=1)C=C.[BH4-].[Na+]>O1CCCC1.C(OCC)(=O)C.C1C=CC([P]([Pd]([P](C2C=CC=CC=2)(C2C=CC=CC=2)C2C=CC=CC=2)([P](C2C=CC=CC=2)(C2C=CC=CC=2)C2C=CC=CC=2)[P](C2C=CC=CC=2)(C2C=CC=CC=2)C2C=CC=CC=2)(C2C=CC=CC=2)C2C=CC=CC=2)=CC=1>[Cl:11][C:9]1[C:8]([CH2:12][C:13]2[CH:18]=[CH:17][C:16]([O:19][CH2:20][CH3:21])=[CH:15][CH:14]=2)=[CH:7][C:6]([C@H:22]2[C@H:23]([O:52][CH2:53][C:54]3[CH:59]=[CH:58][CH:57]=[CH:56][CH:55]=3)[C@@H:24]([O:44][CH2:45][C:46]3[CH:51]=[CH:50][CH:49]=[CH:48][CH:47]=3)[C@H:25]([O:36][CH2:37][C:38]3[CH:43]=[CH:42][CH:41]=[CH:40][CH:39]=3)[C@@H:26]([CH2:28][O:29][CH2:30][CH2:31][CH2:32][CH2:33][CH2:34][OH:35])[O:27]2)=[C:5]([OH:4])[CH:10]=1 |f:1.2,^1:76,78,97,116|. Procedure details: To a solution of 5-(((2R,3R,4R,5S,6S)-6-(2-(allyloxy)-4-chloro-5-(4-ethoxybenzyl)phenyl)-3,4,5-tris(benzyloxy)tetrahydro-2H-pyran-2-yl)methoxy)pentan-1-ol (29, 479 mg, 0.584 mmol) from Step 2 in tetrahydrofuran (6 mL) were added sodium borohydride (177 mg, 4.668 mmol) and tetrakis(triphenylphosphine)palladium (67.5 mg, 0.058 mmol). The reaction mixture was stirred at room temperature overnight. The mixture was diluted with ethyl acetate and quenched with saturated ammonium chloride, extracted wi... Starting materials: FC1=CC=C(C(=O)C2=NC=CC=C2OCCC)C=C1 (2-(4-fluorobenzoyl)-3-propoxypyridine), [N-]=[N+]=[N-].[Na+] (sodium azide), CS(=O)C (DMSO). The solvent is O (water). Conditions: time 30 minute. Product: NC1=CC=C(C=C1)C(O)C1=NC=CC=C1OCCC ((4-aminophenyl)(3-propoxypyridin-2-yl)methanol). Isolated yield 63.5%. RXN SMILES: F[C:2]1[CH:19]=[CH:18][C:5]([C:6]([C:8]2[C:13]([O:14][CH2:15][CH2:16][CH3:17])=[CH:12][CH:11]=[CH:10][N:9]=2)=[O:7])=[CH:4][CH:3]=1.[N-:20]=[N+]=[N-].[Na+].CS(C)=O>O>[NH2:20][C:2]1[CH:19]=[CH:18][C:5]([CH:6]([C:8]2[C:13]([O:14][CH2:15][CH2:16][CH3:17])=[CH:12][CH:11]=[CH:10][N:9]=2)[OH:7])=[CH:4][CH:3]=1 |f:1.2|. Reported procedure: A solution of 2-(4-fluorobenzoyl)-3-propoxypyridine (4.46 g) and sodium azide (3.34 g) in. DMSO (50 ml) was stirred for 22 hours at 90° C. To the reaction mixture was added water, and the mixture was extracted with diethylether. The organic layer was washed with saturated brine, dried over magnesium sulfate and concentrated under reduced pressure, and a solution of the residue (4.8 g) in THF (50 ml) was added dropwise to a suspension of aluminum lithium hydride (1.3 g) in. THF (40 ml) at 0° C. T...